This data is from the Open Reaction Database (ORD), a public repository of structured organic reaction records. The task is: describe an organic reaction: reactants, conditions, products, and yield Isolated yield 99.0%. Reaction SMILES: [CH2:1]([CH:3]([CH2:7][CH3:8])[C:4](O)=[O:5])[CH3:2].[C:9]1(=[O:22])N(CC=O)C(=O)[C:11]2=[CH:18][CH:19]=[CH:20][CH:21]=[C:10]12.F[C:24](F)(F)C(O)=O>C(Cl)(Cl)Cl>[CH:19]1[CH:20]=[CH:21][C:10]([CH2:9][O:22][C:24]2[CH:8]=[CH:7][C:3]([CH2:4][OH:5])=[CH:1][CH:2]=2)=[CH:11][CH:18]=1 |f:0.1|. Run at time 12 hour. Reactants: C(C)C(C(=O)O)CC.C1(C=2C(C(N1CC=O)=O)=CC=CC2)=O (Phthalimidoacetaldehyde diethylacetate), FC(C(=O)O)(F)F (trifluoroacetic acid). Procedure: Phthalimidoacetaldehyde diethylacetate (5.3 g, 20 mmole) was dissolved in chloroform (100 mL) and a trifluoroacetic acid solution (50% aqueous, 80 mL) was added. The reaction mixture was stirred at room temperature for 12 hours. The chloroform layer was collected and dried over sodium sulfate. The filtrate was concentrated to give 3.75 g of the title compound (99% yield): TLC (Rf: 0.4; 40% EtOAc/Hexane), 1H NMR (DMSO-d6) δ 4.6 (s, 2 H, CH2), 7.8 (m, 4 H, Ar), 9.6 (s, 1 H, CHO). 13C NMR (DMSO-d6)... Yields the product C1=CC=C(C=C1)COC2=CC=C(C=C2)CO (p-alkoxybenzyl Alcohol Resin). Solvent: C(Cl)(Cl)Cl (chloroform). Starting materials: C1(=CC=CC=C1)S(=O)(=O)OC=1C=NC(=CC1)CBr (6-(bromomethyl)pyridin-3-yl benzenesulfonate), CS(=O)[O-].[Na+] (sodium methylsulfinate), O (Water). Run in CN(C=O)C (N,N-dimethylformamide). Run at time 15 hour. Product: C1(=CC=CC=C1)S(=O)(=O)OC=1C=NC(=CC1)CS(=O)(=O)C (6-[(Methylsulfonyl)methyl]pyridin-3-yl benzenesulfonate). The yield is 100.2%. RXN SMILES: [C:1]1([S:7]([O:10][C:11]2[CH:12]=[N:13][C:14]([CH2:17]Br)=[CH:15][CH:16]=2)(=[O:9])=[O:8])[CH:6]=[CH:5][CH:4]=[CH:3][CH:2]=1.[CH3:19][S:20]([O-:22])=[O:21].[Na+].O>CN(C)C=O>[C:1]1([S:7]([O:10][C:11]2[CH:12]=[N:13][C:14]([CH2:17][S:20]([CH3:19])(=[O:22])=[O:21])=[CH:15][CH:16]=2)(=[O:9])=[O:8])[CH:6]=[CH:5][CH:4]=[CH:3][CH:2]=1 |f:1.2|. Procedure details: To a solution of 6-(bromomethyl)pyridin-3-yl benzenesulfonate (30 g) in N,N-dimethylformamide (200 mL) was added sodium methylsulfinate (11.2 g), and the mixture was stirred at room temperature for 15 hr. Water was added to the reaction mixture, and the mixture was extracted with ethyl acetate. The organic layer was washed with saturated brine, dried over magnesium sulfate, filtered and concentrated under reduced pressure to give the title compound (30 g, yield 100%) as white crystals. Starting materials: O=C(CBr)c1ccccc1, CCC1CCn2c(nc(-c3ccncc3)cc2=O)N1, CN(C)C=O, Cl, [H-], [Na+], O. The product is CCC1CCn2c(nc(-c3ccncc3)cc2=O)N1CC(=O)c1ccccc1, Cl. Reaction SMILES: [Br:22][CH2:23][C:24](=[O:25])[c:26]1[cH:27][cH:28][cH:29][cH:30][cH:31]1.[CH2:1]([CH3:2])[CH:3]1[NH:4][c:5]2[n:6]([c:7](=[O:17])[cH:8][c:9](-[c:11]3[cH:12][cH:13][n:14][cH:15][cH:16]3)[n:10]2)[CH2:18][CH2:19]1.[CH3:33][N:34]([CH3:35])[CH:36]=[O:37].[ClH:32].[H-:20].[Na+:21].[OH2:38]>>[CH2:1]([CH3:2])[CH:3]1[N:4]([CH2:23][C:24](=[O:25])[c:26]2[cH:27][cH:28][cH:29][cH:30][cH:31]2)[c:5]2[n:6]([c:7](=[O:17])[cH:8][c:9](-[c:11]3[cH:12][cH:13][n:14][cH:15][cH:16]3)[n:10]2)[CH2:18][CH2:19]1.[ClH:32]. Reactants: glass, CC(C)([O-])C.[K+] (potassium t-butoxide), ice water, solution, BrCCCCCCCC(=O)OC (methyl 8-bromooctanoate), rust, CC1=C(NC2=CC=CC=C12)C=1C=NC=CC1 (3-methyl-2-(3-pyridyl)indole). The solvent is CN(C=O)C (Dimethylformamide), CN(C=O)C (dimethylformamide), CN(C=O)C (dimethylformamide). Yields the product methyl ester, COC(=O)CCCCCCCN1C(=C(C2=CC=CC=C12)C)C=1C=NC=CC1 (1-(7-methoxycarbonylheptyl)-3-methyl-2-(3-pyridyl)indole). As a reaction SMILES: CC(C)([O-])C.[K+].[CH3:7][C:8]1[C:16]2[C:11](=[CH:12][CH:13]=[CH:14][CH:15]=2)[NH:10][C:9]=1[C:17]1[CH:18]=[N:19][CH:20]=[CH:21][CH:22]=1.Br[CH2:24][CH2:25][CH2:26][CH2:27][CH2:28][CH2:29][CH2:30][C:31]([O:33][CH3:34])=[O:32]>CN(C)C=O>[CH3:34][O:33][C:31]([CH2:30][CH2:29][CH2:28][CH2:27][CH2:26][CH2:25][CH2:24][N:10]1[C:11]2[C:16](=[CH:15][CH:14]=[CH:13][CH:12]=2)[C:8]([CH3:7])=[C:9]1[C:17]1[CH:18]=[N:19][CH:20]=[CH:21][CH:22]=1)=[O:32] |f:0.1|. Procedure: Dimethylformamide (1640 ml) was charged into a 20 gallon glass kettle along with 430 g of potassium t-butoxide. This solution was stirred under nitrogen and cooled to -8°. A solution of 682 g of 3-methyl-2-(3-pyridyl)indole in 3280 ml of dimethylformamide was added over 0.75 hour while the temperature is maintained below 0°. After 2 hours of stirring of -10°, 1640 ml of a solution of 780 g of methyl 8-bromooctanoate in dimethylformamide was added over 1 hour. Reaction temperature was maintained ... Run in C(Cl)Cl (DCM), C(C)(=O)O (acetic acid). Starting materials: C1(=CC=C(C=C1)C=O)C1=CC=C(C=C1)C=O (biphenyl-4,4′-dicarbaldehyde), N1CCCC1 (pyrrolidine), [B-](OC(=O)C)(OC(=O)C)OC(=O)C.[Na+] (sodium triacetoxyborohyride), [OH-].[Na+] (NaOH). RXN SMILES: [C:1]1([C:9]2[CH:14]=[CH:13][C:12]([CH:15]=O)=[CH:11][CH:10]=2)[CH:6]=[CH:5][C:4]([CH:7]=[O:8])=[CH:3][CH:2]=1.[NH:17]1[CH2:21][CH2:20][CH2:19][CH2:18]1.[B-](OC(C)=O)(OC(C)=O)OC(C)=O.[Na+].[OH-].[Na+]>C(Cl)Cl.C(O)(=O)C>[N:17]1([CH2:15][C:12]2[CH:13]=[CH:14][C:9]([C:1]3[CH:6]=[CH:5][C:4]([CH:7]=[O:8])=[CH:3][CH:2]=3)=[CH:10][CH:11]=2)[CH2:21][CH2:20][CH2:19][CH2:18]1 |f:2.3,4.5,^1:21|. Procedure: A solution of biphenyl-4,4′-dicarbaldehyde (0.21 g), pyrrolidine (83 μL), and acetic acid (57 μL) in DCM (5 mL) was treated with sodium triacetoxyborohyride (0.34 g). After 16 hours, the resulting mixture was treated with 3M NaOH (1.5 mL) and extracted with DCM (3×10 mL). The combined organic phases were dried over sodium sulfate and evaporated. The residue was purified via preparative thin layer chromatography eluting with 5% MeOH/DCM to give the title compound (42.5 mg). 1H NMR (400 MHz, CDCI3... Yields the product N1(CCCC1)CC1=CC=C(C=C1)C1=CC=C(C=C1)C=O (4′-Pyrrolidin-1-ylmethyl-biphenyl-4-carbaldehyde). Conditions: time 16 hour.